The task is: describe an organic reaction: reactants, conditions, products, and yield. This data is from the Open Reaction Database (ORD), a public repository of structured organic reaction records. Reactants: CO, Cc1cccc(C2CC2)c1O, Cl, [K+], [OH-], Oc1cc(Cl)nnc1Cl, CCOc1ccccc1. Product: Cc1cccc(C2CC2)c1Oc1nnc(Cl)cc1O. As a reaction SMILES: [CH3:33][OH:34].[CH:10]1([c:13]2[c:14]([OH:20])[c:15]([CH3:19])[cH:16][cH:17][cH:18]2)[CH2:11][CH2:12]1.[ClH:32].[K+:31].[OH-:30].[OH:1][c:2]1[c:3]([Cl:9])[n:4][n:5][c:6]([Cl:8])[cH:7]1.[c:21]1([O:22][CH2:23][CH3:24])[cH:25][cH:26][cH:27][cH:28][cH:29]1>>[OH:1][c:2]1[c:3]([O:20][c:14]2[c:13]([CH:10]3[CH2:11][CH2:12]3)[cH:18][cH:17][cH:16][c:15]2[CH3:19])[n:4][n:5][c:6]([Cl:8])[cH:7]1. The reactants are CC1=NC(=NO1)C=1C=C(OC(C(=O)Cl)CCC)C=CC1 (2-[3-(5-methyl-1,2,4-oxadiazol-3-yl)phenoxy]pentanoyl chloride), N1(CCOCC1)C1=CC=C(N)C=C1 (4-morpholin-4-ylaniline). The reagents and catalysts are CN(C1=CC=NC=C1)C (4-dimethylaminopyridine). Run in ClCCl (dichloromethane). Run at time 18 hour. Product: N1(CCOCC1)C1=CC=C(C=C1)NC(C(CCC)OC1=CC(=CC=C1)C1=NOC(=N1)C)=O (N-(4-morpholin-4-ylphenyl)-2-[3-(5-methyl-1,2,4-oxadiazol-3-yl)phenoxy]pentanoamide). RXN SMILES: [CH3:1][C:2]1[O:6][N:5]=[C:4]([C:7]2[CH:8]=[C:9]([CH:18]=[CH:19][CH:20]=2)[O:10][CH:11]([CH2:15][CH2:16][CH3:17])[C:12](Cl)=[O:13])[N:3]=1.[N:21]1([C:27]2[CH:33]=[CH:32][C:30]([NH2:31])=[CH:29][CH:28]=2)[CH2:26][CH2:25][O:24][CH2:23][CH2:22]1>CN(C)C1C=CN=CC=1.ClCCl>[N:21]1([C:27]2[CH:28]=[CH:29][C:30]([NH:31][C:12](=[O:13])[CH:11]([O:10][C:9]3[CH:18]=[CH:19][CH:20]=[C:7]([C:4]4[N:3]=[C:2]([CH3:1])[O:6][N:5]=4)[CH:8]=3)[CH2:15][CH2:16][CH3:17])=[CH:32][CH:33]=2)[CH2:22][CH2:23][O:24][CH2:25][CH2:26]1. Procedure: 200 mg of 4-dimethylaminopyridine on polystyrene are added to a solution of 100 mg (0.339 mmol) of 2-[3-(5-methyl-1,2,4-oxadiazol-3-yl)phenoxy]pentanoyl chloride and 60.4 mg (0.339 mmol) of 4-morpholin-4-ylaniline in 6 ml of dichloromethane, and the mixture is stirred at room temperature for 18 hours. The reaction mixture is filtered, and the filtrate is evaporated, giving N-(4-morpholin-4-ylphenyl)-2-[3-(5-methyl-1,2,4-oxadiazol-3-yl)phenoxy]pentanoamide as a colourless solid, ESI 437. Reactants: C(C1=CC=CC=C1)OC1=NC2=NC(=CC=C2C=C1)OCCCN1CCN(CC1)C1=C(C(=CC=C1)Cl)Cl (2-Benzyloxy-7-{3-[4-(2,3-dichloro-phenyl)-piperazin-1-yl]-propoxy}-[1,8]naphthyridine). The reagents and catalysts are [Pd] (Pd/C). The solvent is CO (MeOH). Product: ClC1=C(C=CC=C1Cl)N1CCN(CC1)CCCOC1=CC=C2C=CC(NC2=N1)=O (7-{3-[4-(2,3-Dichloro-phenyl)-piperazin-1-yl]-propoxy}-1H-[1,8]naphthyridin-2-one). Isolated yield 59.6%. As a reaction SMILES: C([O:8][C:9]1[CH:18]=[CH:17][C:16]2[C:11](=[N:12][C:13]([O:19][CH2:20][CH2:21][CH2:22][N:23]3[CH2:28][CH2:27][N:26]([C:29]4[CH:34]=[CH:33][CH:32]=[C:31]([Cl:35])[C:30]=4[Cl:36])[CH2:25][CH2:24]3)=[CH:14][CH:15]=2)[N:10]=1)C1C=CC=CC=1>CO.[Pd]>[Cl:36][C:30]1[C:31]([Cl:35])=[CH:32][CH:33]=[CH:34][C:29]=1[N:26]1[CH2:25][CH2:24][N:23]([CH2:22][CH2:21][CH2:20][O:19][C:13]2[N:12]=[C:11]3[C:16]([CH:17]=[CH:18][C:9](=[O:8])[NH:10]3)=[CH:15][CH:14]=2)[CH2:28][CH2:27]1. Procedure details: 2-Benzyloxy-7-{3-[4-(2,3-dichloro-phenyl)-piperazin-1-yl]-propoxy}-[1,8]naphthyridine (367 mg, 0.701 mmol) was hydrogenated using 5% Pd/C (0.1 g) in MeOH (50 mL) for 1 h. The reaction was filtered and concentrated. Purification by liquid chromatography (4–5% MeOH/CH2Cl2) gave the title compound as a white foam (181 mg, 0.418 mmol, 60%). MS: APCI: M+1: 433.1 (Exact Mass: 432.11). The reactants are CCOc1ccc2ccccc2c1C(=O)Cl, CCCCCC, COc1ccc(-c2ccnc3[nH]ccc23)cc1OC, [H-], [Na+], C1CCOC1. The product is CCOc1ccc2ccccc2c1C(=O)n1ccc2c(-c3ccc(OC)c(OC)c3)ccnc21. As a reaction SMILES: [CH2:22]([CH3:23])[O:24][c:25]1[c:26]([C:35](=[O:36])[Cl:37])[c:27]2[cH:28][cH:29][cH:30][cH:31][c:32]2[cH:33][cH:34]1.[CH3:38][CH2:39][CH2:40][CH2:41][CH2:42][CH3:43].[CH3:3][O:4][c:5]1[cH:6][c:7](-[c:13]2[c:14]3[c:15]([n:16][cH:17][cH:18]2)[nH:19][cH:20][cH:21]3)[cH:8][cH:9][c:10]1[O:11][CH3:12].[H-:1].[Na+:2].[O:44]1[CH2:45][CH2:46][CH2:47][CH2:48]1>>[CH3:3][O:4][c:5]1[cH:6][c:7](-[c:13]2[c:14]3[c:15]([n:16][cH:17][cH:18]2)[n:19]([C:35]([c:26]2[c:25]([O:24][CH2:22][CH3:23])[cH:34][cH:33][c:32]4[c:27]2[cH:28][cH:29][cH:30][cH:31]4)=[O:36])[cH:20][cH:21]3)[cH:8][cH:9][c:10]1[O:11][CH3:12]. The reactants are CN(CCCNC(=O)OC(C)(C)C)C1CCC(C(=O)Nc2c(C(=O)Nc3ccc(Cl)cn3)oc3cccnc23)CC1, Cl, C1COCCO1, C1COCCO1. Product: CN(CCCN)C1CCC(C(=O)Nc2c(C(=O)Nc3ccc(Cl)cn3)oc3cccnc23)CC1. Reaction SMILES: [Cl:1][c:2]1[cH:3][cH:4][c:5]([NH:8][C:9](=[O:10])[c:11]2[c:12]([NH:20][C:21](=[O:22])[CH:23]3[CH2:24][CH2:25][CH:26]([N:29]([CH2:30][CH2:31][CH2:32][NH:33][C:34](=[O:35])[O:36][C:37]([CH3:38])([CH3:39])[CH3:40])[CH3:41])[CH2:27][CH2:28]3)[c:13]3[n:14][cH:15][cH:16][cH:17][c:18]3[o:19]2)[n:6][cH:7]1.[ClH:48].[O:42]1[CH2:43][CH2:44][O:45][CH2:46][CH2:47]1.[O:49]1[CH2:50][CH2:51][O:52][CH2:53][CH2:54]1>>[Cl:1][c:2]1[cH:3][cH:4][c:5]([NH:8][C:9](=[O:10])[c:11]2[c:12]([NH:20][C:21](=[O:22])[CH:23]3[CH2:24][CH2:25][CH:26]([N:29]([CH2:30][CH2:31][CH2:32][NH2:33])[CH3:41])[CH2:27][CH2:28]3)[c:13]3[n:14][cH:15][cH:16][cH:17][c:18]3[o:19]2)[n:6][cH:7]1. The reactants are CN1CC(=O)NC1=N, CN(C)C=O, Cc1ccc(N=C=O)cc1. The product is Cc1ccc(NC(=O)N=C2NC(=O)CN2C)cc1. As a reaction SMILES: [CH3:1][N:2]1[CH2:3][C:4](=[O:5])[NH:6][C:7]1=[NH:8].[O:19]=[CH:20][N:21]([CH3:22])[CH3:23].[c:9]1([CH3:18])[cH:10][cH:11][c:12]([N:15]=[C:16]=[O:17])[cH:13][cH:14]1>>[CH3:1][N:2]1[CH2:3][C:4](=[O:5])[NH:6][C:7]1=[N:8][C:16]([NH:15][c:12]1[cH:11][cH:10][c:9]([CH3:18])[cH:14][cH:13]1)=[O:17]. Isolated yield 69.0%. Procedure: The product of Example 324C (0.167 g, 0.30 mmol) in tetrahydrofuran (6 mL) and methanol (0.030 mL, 0.8 mmol) at 0° C. was reacted with lithium borohydride (2.0 M solution in tetrahydrofuran, 0.250 mL, 0.50 mmol). The reaction was stirred at 25° C. for 1.5 hour, acidified to pH 2 with 1 M aqueous hydrochloric acid and diluted with water (25 mL). The resulting precipitate was collected by filtration and dried to constant weight to give the title compound (0.114 g, 69%). MS (APCI+) m/z 551 (M+H)+. ... The product is C(C1=CC=CC=C1)OC1=CC2=C(NC(=NS2(=O)=O)C2=C(C3=C(N(C2=O)NC2CCCCC2)C=CS3)O)C=C1 (6-[7-(benzyloxy)-1,1-dioxido-4H-1,2,4-benzothiadiazin-3-yl]-4-(cyclohexylamino)-7-hydroxythieno[3,2-b]pyridin-5(4H)-one). Run in O1CCCC1 (tetrahydrofuran), O (water). As a reaction SMILES: [CH2:1]([O:8][C:9]1[CH:38]=[CH:37][C:12]2[NH:13][C:14]([C:19]3[C:24](=[O:25])[N:23]([N:26]=[C:27]4[CH2:32][CH2:31][CH2:30][CH2:29][CH2:28]4)[C:22]4[CH:33]=[CH:34][S:35][C:21]=4[C:20]=3[OH:36])=[N:15][S:16](=[O:18])(=[O:17])[C:11]=2[CH:10]=1)[C:2]1[CH:7]=[CH:6][CH:5]=[CH:4][CH:3]=1.CO.[BH4-].[Li+].Cl>O1CCCC1.O>[CH2:1]([O:8][C:9]1[CH:38]=[CH:37][C:12]2[NH:13][C:14]([C:19]3[C:24](=[O:25])[N:23]([NH:26][CH:27]4[CH2:28][CH2:29][CH2:30][CH2:31][CH2:32]4)[C:22]4[CH:33]=[CH:34][S:35][C:21]=4[C:20]=3[OH:36])=[N:15][S:16](=[O:17])(=[O:18])[C:11]=2[CH:10]=1)[C:2]1[CH:3]=[CH:4][CH:5]=[CH:6][CH:7]=1 |f:2.3|. The reactants are C(C1=CC=CC=C1)OC1=CC2=C(NC(=NS2(=O)=O)C2=C(C3=C(N(C2=O)N=C2CCCCC2)C=CS3)O)C=C1 (6-[7-(benzyloxy)-1,1-dioxido-4H-1,2,4-benzothiadiazin-3-yl]-4-(cyclohexylideneamino)-7-hydroxythieno[3,2-b]pyridin-5(4H)-one), CO (methanol), [BH4-].[Li+] (lithium borohydride), Cl (hydrochloric acid). Conditions: temperature 25 celsius, time 1.5 hour.